This data is from the Open Reaction Database (ORD), a public repository of structured organic reaction records. The task is: describe an organic reaction: reactants, conditions, products, and yield Starting materials: O=C(O)c1ccc2c(c1)nc(-c1ccc3nc(-c4cc(Br)ccc4O)ccc3c1)n2C1CCCCC1, CC(=O)C1CC(CC(=O)O)C1(C)C, CCO, [K+], [OH-]. Product: CC1(C)C(CC(=O)O)CC1c1ccc2cc(-c3nc4cc(C(=O)O)ccc4n3C3CCCCC3)ccc2n1. Reaction SMILES: [Br:1][c:2]1[cH:3][cH:4][c:5]([OH:6])[c:7](-[c:8]2[n:9][c:10]3[cH:11][cH:12][c:13](-[c:18]4[n:19][c:20]5[c:21]([n:22]4[CH:23]4[CH2:24][CH2:25][CH2:26][CH2:27][CH2:28]4)[cH:29][cH:30][c:31]([C:33](=[O:34])[OH:35])[cH:32]5)[cH:14][c:15]3[cH:16][cH:17]2)[cH:36]1.[C:37](=[O:38])([CH3:39])[CH:40]1[C:41]([CH3:48])([CH3:49])[CH:42]([CH2:44][C:45](=[O:46])[OH:47])[CH2:43]1.[CH3:52][CH2:53][OH:54].[K+:51].[OH-:50]>>[c:8]1([CH:40]2[C:41]([CH3:48])([CH3:49])[CH:42]([CH2:44][C:45](=[O:46])[OH:47])[CH2:43]2)[n:9][c:10]2[cH:11][cH:12][c:13](-[c:18]3[n:19][c:20]4[c:21]([n:22]3[CH:23]3[CH2:24][CH2:25][CH2:26][CH2:27][CH2:28]3)[cH:29][cH:30][c:31]([C:33](=[O:34])[OH:35])[cH:32]4)[cH:14][c:15]2[cH:16][cH:17]1. Starting materials: FC(C(C(=O)O)(C(F)(F)F)O)(F)F (3,3,3-trifluoro-2-hydroxy-2-trifluoromethylpropanoic acid), C(=O)(N1C=NC=C1)N1C=NC=C1 (1,1'-carbonyldiimidazole), FC=1C=C(C=CC1S(=O)(=O)C1=CC=CC=C1)N (3-fluoro-4-phenylsulfonylbenzeneamine). The solvent is O1CCCC1 (tetrahydrofuran). Conditions: temperature 45 celsius. Product: FC=1C=C(C=CC1S(=O)(=O)C1=CC=CC=C1)NC(C(C(F)(F)F)(C(F)(F)F)O)=O (N-[3-Fluoro-4-(phenylsulfonyl)phenyl]-3,3,3-trifluoro-2-hydroxy-2-trifluoromethylpropanamide). Yield: 13.3%. As a reaction SMILES: [F:1][C:2]([F:13])([F:12])[C:3]([OH:11])([C:7]([F:10])([F:9])[F:8])[C:4]([OH:6])=O.C(N1C=CN=C1)(N1C=CN=C1)=O.[F:26][C:27]1[CH:28]=[C:29]([NH2:42])[CH:30]=[CH:31][C:32]=1[S:33]([C:36]1[CH:41]=[CH:40][CH:39]=[CH:38][CH:37]=1)(=[O:35])=[O:34]>O1CCCC1>[F:26][C:27]1[CH:28]=[C:29]([NH:42][C:4](=[O:6])[C:3]([OH:11])([C:2]([F:1])([F:13])[F:12])[C:7]([F:10])([F:9])[F:8])[CH:30]=[CH:31][C:32]=1[S:33]([C:36]1[CH:41]=[CH:40][CH:39]=[CH:38][CH:37]=1)(=[O:35])=[O:34]. Reported procedure: To a solution of 3,3,3-trifluoro-2-hydroxy-2-trifluoromethylpropanoic acid (1.26 g, 5.9 mmol) in dry tetrahydrofuran (35 mL) was added 1,1'-carbonyldiimidazole (0.89 g, 5.5 mmol). The mixture was heated to 45° C. in an ultrasound bath for 30 minutes, then 3-fluoro-4-phenylsulfonylbenzeneamine (1.35 g, 5.4 mmol) was added in one portion. The reaction mixture was heated at 65° C. in the ultrasound bath for 30 hours. Tetrahydrofuran was removed from the reaction mixture in vacuo, and the residue pa... Reactants: N1CCOCC1 (morpholine), NC=1C(=C(C(=C(C(=O)Cl)C1I)I)C(=O)Cl)I (5-amino-2,4,6-triiodo-isophthaloyl dichloride), crude product. Solvent: C1CCOC1 (THF), C1CCOC1 (THF). Reaction conditions: time 8 hour. The product is NC=1C(=C(C(=C(C1I)C(=O)N1CCOCC1)I)C(=O)N1CCOCC1)I ([3-Amino-2,4,6-triiodo-5-(morpholine-4-carbonyl)-phenyl]-morpholin-4-yl-methanone). Reaction SMILES: [NH2:1][C:2]1[C:3]([I:16])=[C:4]([C:13](Cl)=[O:14])[C:5]([I:12])=[C:6]([C:10]=1[I:11])[C:7](Cl)=[O:8].[NH:17]1[CH2:22][CH2:21][O:20][CH2:19][CH2:18]1>C1COCC1>[NH2:1][C:2]1[C:3]([I:16])=[C:4]([C:13]([N:17]2[CH2:22][CH2:21][O:20][CH2:19][CH2:18]2)=[O:14])[C:5]([I:12])=[C:6]([C:7]([N:17]2[CH2:22][CH2:21][O:20][CH2:19][CH2:18]2)=[O:8])[C:10]=1[I:11]. Reported procedure: The 5-amino-2,4,6-triiodo-isophthaloyl dichloride (50 g, 84 mmol) was dissolved in anhydrous THF (200 ml), morpholine (29 ml, 333 mmol) was dissolved in 50 ml THF, and added dropwise to the solution over 1 hour. The mixture stirred overnight at ambient temperature. The crude product was loaded onto silica gel (100 g) and separated using a 750 g column eluting with DCM/EtOAc (1:1). This yielded 9 g of the [3-amino-2,4,6-triiodo-5-(morpholine-4-carbonyl)-phenyl]-morpholin-4-yl-methanone.